From a dataset of the Open Reaction Database (ORD), a public repository of structured organic reaction records. describe an organic reaction: reactants, conditions, products, and yield Reactants: ClC(Cl)(Cl)Cl, COC(=O)C(C)(C)COC(C)=O, CCOC(C)=O, C[Si](C)(C)I, O. Product: CC(=O)OCC(C)(C)C(=O)O. As a reaction SMILES: [C:19]([Cl:20])([Cl:21])([Cl:22])[Cl:23].[C:1]([CH3:2])(=[O:3])[O:4][CH2:5][C:6]([C:7](=[O:8])[O:9][CH3:10])([CH3:11])[CH3:12].[CH3:24][CH2:25][O:26][C:27](=[O:28])[CH3:29].[I:13][Si:14]([CH3:15])([CH3:16])[CH3:17].[OH2:18]>>[C:1]([CH3:2])(=[O:3])[O:4][CH2:5][C:6]([C:7](=[O:8])[OH:9])([CH3:11])[CH3:12]. Reactants: ClCCCC1=CC=CC=2NC(NC21)=O (4-(3-chloropropyl)-1,3-dihydro-2H-benzimidazol-2-one), ClC1=C(C=C(C=C1)N1CNC(C12CCNCC2)=O)C (1-(4-chloro-3-methylphenyl)-1,3,8-triazaspiro[4,5]decan-4-one), C([O-])([O-])=O.[Na+].[Na+] (sodium carbonate), [I-].[K+] (potassium iodide), CC(CC(C)=O)C (4-methyl-2-pentanone). The solvent is O (water), O (water). The product is ClC1=C(C=C(C=C1)N1CNC(C12CCN(CC2)CCCN2C(NC1=C2C=CC=C1)=O)=O)C (1-(4-chloro-3-methylphenyl)-8-[3-(2,3-dihydro-2-oxo-1H-benzimidazol-1-yl)propyl]-1,3,8-triazaspiro[4,5]decan-4-one). Isolated yield 36.7%. As a reaction SMILES: ClCCC[C:5]1[C:13]2[NH:12][C:11](=[O:14])[NH:10][C:9]=2[CH:8]=[CH:7][CH:6]=1.[Cl:15][C:16]1[CH:21]=[CH:20][C:19]([N:22]2[C:26]3([CH2:31][CH2:30][NH:29][CH2:28][CH2:27]3)[C:25](=[O:32])[NH:24][CH2:23]2)=[CH:18][C:17]=1[CH3:33].C(=O)([O-])[O-].[Na+].[Na+].[I-].[K+].[CH3:42][CH:43](C)[CH2:44]C(=O)C>O>[Cl:15][C:16]1[CH:21]=[CH:20][C:19]([N:22]2[C:26]3([CH2:27][CH2:28][N:29]([CH2:42][CH2:43][CH2:44][N:10]4[C:9]5[CH:8]=[CH:7][CH:6]=[CH:5][C:13]=5[NH:12][C:11]4=[O:14])[CH2:30][CH2:31]3)[C:25](=[O:32])[NH:24][CH2:23]2)=[CH:18][C:17]=1[CH3:33] |f:2.3.4,5.6|. Procedure: A mixture of 4.21 parts of 4-(3-chloropropyl)-1,3-dihydro-2H-benzimidazol-2-one, 5-parts of 1-(4-chloro-3-methylphenyl)-1,3,8-triazaspiro[4,5]decan-4-one, 5.3 parts of sodium carbonate, 0.1 parts of potassium iodide and 200 parts of 4-methyl-2-pentanone is stirred and refluxed for 6 hours with water-separator. After cooling, water is added and the layers are separated. The organic phase is dried, filtered and evaporated. The residue is crystallized from a mixture of methanol and N,N-dimethylform... Reactants: [BH4-], COc1nc(C(F)(F)F)c(Br)c(C=O)c1Br, CCO, [Na+]. Product: COc1nc(C(F)(F)F)c(Br)c(CO)c1Br. As a reaction SMILES: [BH4-:17].[Br:1][c:2]1[c:3]([CH:4]=[O:5])[c:6]([Br:16])[c:7]([C:12]([F:13])([F:14])[F:15])[n:8][c:9]1[O:10][CH3:11].[CH3:19][CH2:20][OH:21].[Na+:18]>>[Br:1][c:2]1[c:3]([CH2:4][OH:5])[c:6]([Br:16])[c:7]([C:12]([F:13])([F:14])[F:15])[n:8][c:9]1[O:10][CH3:11]. The reactants are CN(CC1CC(=O)c2ccc(S(=O)(=O)c3ccccc3)cc2O1)C(=O)OC(C)(C)C, C1CCOC1. The product is CN(CC1CC(C)(O)c2ccc(S(=O)(=O)c3ccccc3)cc2O1)C(=O)OC(C)(C)C. Reaction SMILES: [C:1]([CH3:2])([CH3:3])([CH3:4])[O:5][C:6]([N:7]([CH3:8])[CH2:9][CH:10]1[O:11][c:12]2[cH:13][c:14]([S:21](=[O:22])(=[O:23])[c:24]3[cH:25][cH:26][cH:27][cH:28][cH:29]3)[cH:15][cH:16][c:17]2[C:18](=[O:20])[CH2:19]1)=[O:30].[CH2:31]1[O:32][CH2:33][CH2:34][CH2:35]1>>[C:1]([CH3:2])([CH3:3])([CH3:4])[O:5][C:6]([N:7]([CH3:8])[CH2:9][CH:10]1[O:11][c:12]2[cH:13][c:14]([S:21](=[O:22])(=[O:23])[c:24]3[cH:25][cH:26][cH:27][cH:28][cH:29]3)[cH:15][cH:16][c:17]2[C:18]([OH:20])([CH3:31])[CH2:19]1)=[O:30]. Starting materials: C(#N)C1=CC=C(C=C1)S(=O)(=O)CC1CN(C1)C(=O)OC(C)(C)C (tert-butyl 3-{[(4-cyanophenyl)sulfonyl]methyl}azetidine-1-carboxylate), Cl (HCl). The solvent is O1CCOCC1 (1,4-dioxane). Reaction conditions: time 10 minute. Yields the product Cl.N1CC(C1)CS(=O)(=O)C1=CC=C(C#N)C=C1 (4-[(Azetidin-3-ylmethyl)sulfonyl]benzonitrile hydrochloride), solid. Reaction SMILES: [C:1]([C:3]1[CH:8]=[CH:7][C:6]([S:9]([CH2:12][CH:13]2[CH2:16][N:15](C(OC(C)(C)C)=O)[CH2:14]2)(=[O:11])=[O:10])=[CH:5][CH:4]=1)#[N:2].[ClH:24]>O1CCOCC1>[ClH:24].[NH:15]1[CH2:16][CH:13]([CH2:12][S:9]([C:6]2[CH:7]=[CH:8][C:3]([C:1]#[N:2])=[CH:4][CH:5]=2)(=[O:11])=[O:10])[CH2:14]1 |f:3.4|. Procedure: The foregoing tert-butyl 3-{[(4-cyanophenyl)sulfonyl]methyl}azetidine-1-carboxylate (200 mg, 0.59 mmol) was treated with 4N HCl in 1,4-dioxane and stirred for 10 minutes. The reaction was evaporated without heat to give the title compound crude as a white solid (100 mg). 1H NMR (500 MHz, CDCl3) δ 2.99–3.05 (1H, m), 3.78 (2H, t, J=7.8 Hz), 3.86–3.94 (4H, m), 8.08 (2H, d, J=8.6 Hz), 8.20 (2H, d, J=8.6 Hz), 8.95 (2H, br s). Starting materials: BrC=1C=C(C(=NC1)CNCC1=C(C=C(C=C1)OC)OC)C (1-(5-bromo-3-methylpyridin-2-yl)-N-(2,4-dimethoxybenzyl)methanamine), FC=1C=C(C=CC1C1=CC(=NC=C1)C)CN ((3-fluoro-4-(2-methylpyridin-4-yl)phenyl)methanamine), C(=O)([O-])[O-].[Na+].[Na+] (Na2CO3), C(C)O (ethanol). The reagents and catalysts are C=1C=CC(=CC1)[P](C=2C=CC=CC2)(C=3C=CC=CC3)[Pd]([P](C=4C=CC=CC4)(C=5C=CC=CC5)C=6C=CC=CC6)([P](C=7C=CC=CC7)(C=8C=CC=CC8)C=9C=CC=CC9)[P](C=1C=CC=CC1)(C=1C=CC=CC1)C=1C=CC=CC1 (Pd(PPh3)4). Run in C1(=CC=CC=C1)C (toluene), C(C)(=O)OCC (ethyl acetate). Reaction conditions: temperature 120 celsius. Product: COC1=C(CNCC2=C(C=C(C=N2)C2=CC(=NC=C2)C)C)C=CC(=C1)OC (N-(2,4-dimethoxybenzyl)-1-(2′,5-dimethyl-3,4′-bipyridin-6-yl)methanamine). As a reaction SMILES: Br[C:2]1[CH:3]=[C:4]([CH3:21])[C:5]([CH2:8][NH:9][CH2:10][C:11]2[CH:16]=[CH:15][C:14]([O:17][CH3:18])=[CH:13][C:12]=2[O:19][CH3:20])=[N:6][CH:7]=1.FC1C=C(CN)C=CC=1[C:29]1[CH:34]=[CH:33][N:32]=[C:31]([CH3:35])[CH:30]=1.C([O-])([O-])=O.[Na+].[Na+].C(O)C>C1C=CC([P]([Pd]([P](C2C=CC=CC=2)(C2C=CC=CC=2)C2C=CC=CC=2)([P](C2C=CC=CC=2)(C2C=CC=CC=2)C2C=CC=CC=2)[P](C2C=CC=CC=2)(C2C=CC=CC=2)C2C=CC=CC=2)(C2C=CC=CC=2)C2C=CC=CC=2)=CC=1.C(OCC)(=O)C.C1(C)C=CC=CC=1>[CH3:20][O:19][C:12]1[CH:13]=[C:14]([O:17][CH3:18])[CH:15]=[CH:16][C:11]=1[CH2:10][NH:9][CH2:8][C:5]1[N:6]=[CH:7][C:2]([C:29]2[CH:34]=[CH:33][N:32]=[C:31]([CH3:35])[CH:30]=2)=[CH:3][C:4]=1[CH3:21] |f:2.3.4,^1:50,52,71,90|. Procedure details: To a round bottom flask was added 1-(5-bromo-3-methylpyridin-2-yl)-N-(2,4-dimethoxybenzyl)methanamine 81-3 (1.5 g, 4.3 mmol), 2-methylpyridin-4-ylboronic acid 15-1 (589 mg, 4.3 mmol), Pd(PPh3)4 (248 mg, 0.22 mmol), saturated Na2CO3 (10 mL), ethanol (10 mL) and toluene (30 mL). The reaction was refluxed at 120° C. for 30 hours. After cooling to room temperature, the reaction was diluted into ethyl acetate and washed with brine. The solvent was removed by rotary evaporation. The crude product was ...